describe an organic reaction: reactants, conditions, products, and yield From a dataset of the Open Reaction Database (ORD), a public repository of structured organic reaction records. Starting materials: ClC1=NC2=C(C=CC=C2C(=N1)Cl)OC (2,4-dichloro-8-methoxy-quinazoline), C(C)(C)N(C(C)C)CC (N,N-diisopropyl-ethylamine), NC1=CC=CC=C1 (aniline). The solvent is C(C)(C)O (isopropanol). The product is ClC1=NC2=C(C=CC=C2C(=N1)NC1=CC=CC=C1)OC (2-chloro-8-methoxy-4-phenylamino-quinazoline). RXN SMILES: [Cl:1][C:2]1[N:11]=[C:10](Cl)[C:9]2[C:4](=[C:5]([O:13][CH3:14])[CH:6]=[CH:7][CH:8]=2)[N:3]=1.C(N(CC)C(C)C)(C)C.[NH2:24][C:25]1[CH:30]=[CH:29][CH:28]=[CH:27][CH:26]=1>C(O)(C)C>[Cl:1][C:2]1[N:11]=[C:10]([NH:24][C:25]2[CH:30]=[CH:29][CH:28]=[CH:27][CH:26]=2)[C:9]2[C:4](=[C:5]([O:13][CH3:14])[CH:6]=[CH:7][CH:8]=2)[N:3]=1. Procedure details: A solution of 2,4-dichloro-8-methoxy-quinazoline (prepared as described in J. Chem. Soc. 1948, 1759) (0.6 g), N,N-diisopropyl-ethylamine (0.87 ml), and aniline (0.26 ml) in isopropanol (10 ml) is heated to reflux for 45 min. The cold reaction mixture is filtered and residue is crystallized from dichloromethane and hexanes to give 2-chloro-8-methoxy-4-phenylamino-quinazoline, m.p. 245-246° C. The reactants are ClCCl, CCCC(OC)(OC)C(CC)=NO, Cl, Cl. Yields the product CCC(=NO)C(OC)(OC)C(Cl)CC. As a reaction SMILES: [CH2:16]([Cl:17])[Cl:18].[CH3:1][O:2][C:3]([C:4]([CH2:5][CH3:6])=[N:7][OH:8])([CH2:9][CH2:10][CH3:11])[O:12][CH3:13].[Cl:15].[ClH:14]>>[CH3:1][O:2][C:3]([C:4]([CH2:5][CH3:6])=[N:7][OH:8])([CH:9]([CH2:10][CH3:11])[Cl:14])[O:12][CH3:13]. Reactants: C(=O)(OC(C)(C)C)N[C@@H](CS)C(=O)O (N-Boc-L-cysteine), ClC=C(F)F (2-chloro-1,1-difluoro-ethene). Yields the product C(=O)(OC(C)(C)C)N[C@@H](CSC(CCl)(F)F)C(=O)O (N-Boc-S-(2-chloro-1,1-di fluoroethyl)-L-cysteine). As a reaction SMILES: [C:1]([NH:8][C@H:9]([C:12]([OH:14])=[O:13])[CH2:10][SH:11])([O:3][C:4]([CH3:7])([CH3:6])[CH3:5])=[O:2].[Cl:15][CH:16]=[C:17]([F:19])[F:18]>>[C:1]([NH:8][C@H:9]([C:12]([OH:14])=[O:13])[CH2:10][S:11][C:17]([F:19])([F:18])[CH2:16][Cl:15])([O:3][C:4]([CH3:7])([CH3:6])[CH3:5])=[O:2]. Reported procedure: N-Boc-L-cysteine is reacted with 2-chloro-1,1-difluoro-ethene in the same manner as described in J. Chem, Res. Miniprint 12, 1990; p 2868 to form N-Boc-S-(2-chloro-1,1-di fluoroethyl)-L-cysteine. N-Boc-S-(2-chloro-1,1-difluoroethyl)-L-cysteine is reacted with potassium phthalimide in DMF at 100° C. to form the phthalimide. The phthalimide is treated with hydrazine in ethanol to form the amine. The amine is treated with ethyl acetimidate hydrochloride to form the amidine. This material is purifie... Reactants: ClC1=C(C=C(C=N1)C[C@H](CO)O)F ((R)-3-(6-chloro-5-fluoropyridin-3-yl)propane-1,2-diol), O.C1(=CC=C(C=C1)S(=O)(=O)O)C (paratoluene sulfonic acid monohydrate). Run in COC(C)(C)OC (dimethoxypropane). Run at time 16 hour. Yields the product ClC1=NC=C(C=C1F)C[C@H]1OC(OC1)(C)C ((R)-2-chloro-5-[(2,2-dimethyl-1,3-dioxolan-4-yl)methyl]-3-fluoropyridine). Isolated yield 967.5%. Reaction SMILES: [Cl:1][C:2]1[N:7]=[CH:6][C:5]([CH2:8][C@@H:9]([OH:12])[CH2:10][OH:11])=[CH:4][C:3]=1[F:13].O.[C:15]1(C)[CH:20]=CC(S(O)(=O)=O)=C[CH:16]=1>COC(OC)(C)C>[Cl:1][C:2]1[C:3]([F:13])=[CH:4][C:5]([CH2:8][C@@H:9]2[CH2:10][O:11][C:15]([CH3:20])([CH3:16])[O:12]2)=[CH:6][N:7]=1 |f:1.2|. Reported procedure: A suspension of 3 (2.50 g, 12.2 mmol) in dimethoxypropane (25 mL) was cooled with an ice bath and treated with paratoluene sulfonic acid monohydrate (0.23 g, 1.22 mmol). The ice bath was removed and the solution was stirred at room temperature for 16 hrs, cooled to 5° C. and treated with aqueous sat. NaHCO3 and extracted with ethyl acetate. The organic layer was separated, washed with brine, dried over sodium sulfate and concentrated to afford 2.90 g of 31 (97%) as an oil. 1HNMR (CDCl3) δ 1.34 (... Reactants: CCN=C=NCCCN(C)C.Cl (WSC.HCl), ClC1=C(C(=O)O)C=CC=N1 (2-chloronicotinic acid), C(C1=CC=CC=C1)NCCO[Si](C)(C)C(C)(C)C (N-benzyl-2-{[tert-butyl(dimethyl)silyl]oxy}ethanamine), C=1C=CC2=C(C1)N=NN2O (HOBt). The solvent is CN(C)C=O (DMF), O (H2O), O (water). Run at time 14 hour. The product is C(C1=CC=CC=C1)N(C(C1=C(N=CC=C1)Cl)=O)CCO[Si](C)(C)C(C)(C)C (N-benzyl-N-(2-{[tert-butyl(dimethyl)silyl]oxy}ethyl)-2-chloronicotinamide). The yield is 58.3%. As a reaction SMILES: [Cl:1][C:2]1[N:10]=[CH:9][CH:8]=[CH:7][C:3]=1[C:4]([OH:6])=O.[CH2:11]([NH:18][CH2:19][CH2:20][O:21][Si:22]([C:25]([CH3:28])([CH3:27])[CH3:26])([CH3:24])[CH3:23])[C:12]1[CH:17]=[CH:16][CH:15]=[CH:14][CH:13]=1.C1C=CC2N(O)N=NC=2C=1.CCN=C=NCCCN(C)C.Cl>CN(C=O)C.O>[CH2:11]([N:18]([CH2:19][CH2:20][O:21][Si:22]([C:25]([CH3:28])([CH3:27])[CH3:26])([CH3:23])[CH3:24])[C:4](=[O:6])[C:3]1[CH:7]=[CH:8][CH:9]=[N:10][C:2]=1[Cl:1])[C:12]1[CH:17]=[CH:16][CH:15]=[CH:14][CH:13]=1 |f:3.4|. Reported procedure: To a solution of 2-chloronicotinic acid (7.88 g), N-benzyl-2-{[tert-butyl(dimethyl)silyl]oxy}ethanamine (13.3 g) synthesized by known method (e.g., the method described in WO99/31085) and HOBt.H2O (11.5 g) in DMF (50 mL) was added WSC.HCl (14.4 g), and the mixture was stirred at room temperature for 14 hr. The reaction mixture was poured into water, and the mixture was extracted with ethyl acetate. The organic layer was washed with saturated aqueous sodium hydrogen carbonate solution and brine, ... As a reaction SMILES: [CH2:26]1[O:27][CH2:28][CH2:29][CH2:30]1.[CH3:15][c:16]1[c:17]([NH2:18])[cH:19][cH:20][cH:21][cH:22]1.[CH3:23][CH2:24][OH:25].[Cl:1][c:2]1[c:3]([N+:12](=[O:13])[O-:14])[cH:4][n:5][c:6]2[cH:7][cH:8][cH:9][cH:10][c:11]12>>[c:2]1([NH:18][c:17]2[c:16]([CH3:15])[cH:22][cH:21][cH:20][cH:19]2)[c:3]([N+:12](=[O:13])[O-:14])[cH:4][n:5][c:6]2[cH:7][cH:8][cH:9][cH:10][c:11]12. The reactants are C1CCOC1, Cc1ccccc1N, CCO, O=[N+]([O-])c1cnc2ccccc2c1Cl. The product is Cc1ccccc1Nc1c([N+](=O)[O-])cnc2ccccc12. Reactants: N12C[C@@H](C(CC1)CC2)O ((R)-quinuclidin-3-ol), C1CCC(CC1)N=C=NC2CCCCC2 (DCC), C=1C=CC2=C(C1)N=NN2O (HOBt), Cl.FC1=CC=C(C=C1)C(C(=O)O)N1CCCCC1 (2-(4-Fluorophenyl)-2-(piperidin-1-yl)acetic acid hydrochloride). Run in C1CCOC1 (THF). Run at time 16 hour. Product: FC1=CC=C(C=C1)C(C(=O)O[C@H]1CN2CCC1CC2)N2CCCCC2 ((R)-quinuclidin-3-yl 2-(4-fluorophenyl)-2-(piperidin-1-yl)acetate). Yield: 39.1%. As a reaction SMILES: Cl.[F:2][C:3]1[CH:8]=[CH:7][C:6]([CH:9]([N:13]2[CH2:18][CH2:17][CH2:16][CH2:15][CH2:14]2)[C:10]([OH:12])=[O:11])=[CH:5][CH:4]=1.[N:19]12[CH2:26][CH2:25][CH:22]([CH2:23][CH2:24]1)[C@@H:21](O)[CH2:20]2.C1CCC(N=C=NC2CCCCC2)CC1.C1C=CC2N(O)N=NC=2C=1>C1COCC1>[F:2][C:3]1[CH:4]=[CH:5][C:6]([CH:9]([N:13]2[CH2:18][CH2:17][CH2:16][CH2:15][CH2:14]2)[C:10]([O:12][C@@H:21]2[CH:22]3[CH2:25][CH2:26][N:19]([CH2:24][CH2:23]3)[CH2:20]2)=[O:11])=[CH:7][CH:8]=1 |f:0.1|. Procedure details: 2-(4-Fluorophenyl)-2-(piperidin-1-yl)acetic acid hydrochloride (255 mg, 0.93 mmol) was dissolved in dry THF (10 ml) and (R)-quinuclidin-3-ol (355 mg, 2.79 mmol), DCC (384 mg, 1.86 mmol), HOBt (285 mg, 1.86 mmol) were added. The mixture was stirred at room temperature for 16 hours. THF was evaporated and the residue was taken up with EtOAc and washed with sat. NaHCO3, water and brine. The organic phase was dried over Na2SO4, filtered and evaporated. The crude was purified by flash chromatography ... Starting materials: C(CCCCCCC)O (octanol), N1=CC=CC=C1 (pyridine), CC(C)[Si](Cl)(Cl)C(C)C (di(2-propyl)dichlorosilane). Solvent: C1(=CC=CC=C1)C (toluene), C1(=CC=CC=C1)C (toluene). Reaction conditions: temperature -5 celsius, time 8 hour. The product is CC(C)[Si](Cl)(OCCCCCCCC)C(C)C (di(2-propyl)octyloxychlorosilane). Reaction SMILES: [CH3:1][CH:2]([Si:4]([CH:7]([CH3:9])[CH3:8])([Cl:6])Cl)[CH3:3].[CH2:10]([OH:18])[CH2:11][CH2:12][CH2:13][CH2:14][CH2:15][CH2:16][CH3:17].N1C=CC=CC=1>C1(C)C=CC=CC=1>[CH3:8][CH:7]([Si:4]([CH:2]([CH3:1])[CH3:3])([O:18][CH2:10][CH2:11][CH2:12][CH2:13][CH2:14][CH2:15][CH2:16][CH3:17])[Cl:6])[CH3:9]. Reported procedure: Alternatively, di(2-propyl)octyloxychlorosilane was prepared as follows. To a 1000 ml three-neck round-bottom flask fitted with a stirrer, drying tube, thermometer and dropping funnel was added di(2-propyl)dichlorosilane (28.3 g, 153 mmol) and dry toluene (200 ml). The reaction mixture was then stirred and cooled to -5° C. A solution of dry octanol (10.0 g, 76 mmole) and dry pyridine (6.5 g, 82 mmole) in dry toluene (100 ml) was added dropwise for 60 minutes. The reaction mixture was suspended o... Reactants: Cl(=O)[O-].[Na+] (sodium chlorite), O.O.OP(=O)(O)[O-].[Na+] (sodium phosphate monobasic dihydrate), Cl(=O)[O-].[Na+] (sodium chlorite), O.O.OP(=O)(O)[O-].[Na+] (sodium phosphate monobasic dihydrate), ClC1=C(C=C2C(=CNC2=C1)C=O)C1=CC=C(C=C1)C1CN(CC1)C(=O)OC(C)(C)C (tert-butyl 3-[4-(6-chloro-3-formyl-1H-indol-5-yl)phenyl]pyrrolidine-1-carboxylate), CC(C)=CC (2-methyl-2-butene). The solvent is O (water), O (H2O), C(C)#N (acetonitrile), C(C)(C)(C)O (tert-butanol). Reaction conditions: temperature 0 celsius, time 2 hour. Product: C(C)(C)(C)OC(=O)N1CC(CC1)C1=CC=C(C=C1)C=1C=C2C(=CNC2=CC1Cl)C(=O)O (5-{4-[1-(tert-butoxycarbonyl)pyrrolidin-3-yl]phenyl}-6-chloro-1H-indole-3-carboxylic acid). Isolated yield 36.3%. As a reaction SMILES: [Cl:1][C:2]1[CH:10]=[C:9]2[C:5]([C:6]([CH:11]=[O:12])=[CH:7][NH:8]2)=[CH:4][C:3]=1[C:13]1[CH:18]=[CH:17][C:16]([CH:19]2[CH2:23][CH2:22][N:21]([C:24]([O:26][C:27]([CH3:30])([CH3:29])[CH3:28])=[O:25])[CH2:20]2)=[CH:15][CH:14]=1.CC(=CC)C.Cl([O-])=[O:37].[Na+].O.O.OP([O-])(O)=O.[Na+]>C(#N)C.C(O)(C)(C)C.O>[C:27]([O:26][C:24]([N:21]1[CH2:22][CH2:23][CH:19]([C:16]2[CH:17]=[CH:18][C:13]([C:3]3[CH:4]=[C:5]4[C:9](=[CH:10][C:2]=3[Cl:1])[NH:8][CH:7]=[C:6]4[C:11]([OH:37])=[O:12])=[CH:14][CH:15]=2)[CH2:20]1)=[O:25])([CH3:30])([CH3:29])[CH3:28] |f:2.3,4.5.6.7|. Procedure details: To a solution of tert-butyl 3-[4-(6-chloro-3-formyl-1H-indol-5-yl)phenyl]pyrrolidine-1-carboxylate (43 mg, 0.1 mmol) in acetonitrile (1.2 mL) and tert-butanol (1.2 mL) was added 2-methyl-2-butene (1.2 mL). The reaction mixture was cooled to 0° C. and treated with a solution of sodium chlorite (100 mg, 1.1 mmol) and sodium phosphate monobasic dihydrate (234 mg, 1.5 mmol) in water (0.6 mL). After the resulting mixture was stirred for 2 h at room temperature, additional sodium chlorite (134 mg, 1.4...